The task is: describe an organic reaction: reactants, conditions, products, and yield. This data is from the Open Reaction Database (ORD), a public repository of structured organic reaction records. Reactants: [H-].[Na+] (sodium hydride), [N+](=O)([O-])C=1C=C(C=CC1)C(=O)N (3-nitrophenylcarboxamide), CC(C)S(=O)(=O)Cl (2-propylsulfonylchloride). Run in C(C)(=O)OCC (ethyl acetate), O1CCCC1 (tetrahydrofuran). Reaction conditions: time 20 minute. Product: [N+](=O)([O-])C=1C=C(C=CC1)C(=O)NS(=O)(=O)C(C)C (3-Nitro-N-(2-propylsulfonyl)phenylcarboxamide). Reaction SMILES: [N+:1]([C:4]1[CH:5]=[C:6]([C:10]([NH2:12])=[O:11])[CH:7]=[CH:8][CH:9]=1)([O-:3])=[O:2].[H-].[Na+].[CH3:15][CH:16]([S:18](Cl)(=[O:20])=[O:19])[CH3:17]>O1CCCC1.C(OCC)(=O)C>[N+:1]([C:4]1[CH:5]=[C:6]([C:10]([NH:12][S:18]([CH:16]([CH3:17])[CH3:15])(=[O:20])=[O:19])=[O:11])[CH:7]=[CH:8][CH:9]=1)([O-:3])=[O:2] |f:1.2|. Procedure: A solution of 3-nitrophenylcarboxamide (2 g) in 150 ml of dry tetrahydrofuran was cooled to 0° C. and treated with 530 mg of sodium hydride (60% oil dispersion). The reaction mixture was stirred for 20 minutes and then 2-propylsulfonylchloride (1.5 ml) was introduced dropwise via syringe. After 5 minutes the reaction mixture became homogeneous and was warmed to room temperature and stirred for 2 hours. The reaction mixture was diluted with 300 ml of ethyl acetate and was washed with brine. The o... Reactants: C1CCOC1, Cc1nn(C)c(C)c1C(=O)O, [Cl-], Nc1cccc(C(=O)c2ccc3c(c2)NC(=O)C3)c1, O=S(Cl)Cl. Product: Cc1nn(C)c(C)c1C(=O)Nc1cccc(C(=O)c2ccc3c(c2)NC(=O)C3)c1. RXN SMILES: [CH2:36]1[O:37][CH2:38][CH2:39][CH2:40]1.[CH3:1][n:2]1[n:3][c:4]([CH3:11])[c:5]([C:8](=[O:9])[OH:10])[c:6]1[CH3:7].[Cl-:35].[NH2:16][c:17]1[cH:18][c:19]([C:20](=[O:21])[c:22]2[cH:23][cH:24][c:25]3[c:29]([cH:30]2)[NH:28][C:27](=[O:31])[CH2:26]3)[cH:32][cH:33][cH:34]1.[S:12]([Cl:13])([Cl:14])=[O:15]>>[CH3:1][n:2]1[n:3][c:4]([CH3:11])[c:5]([C:8](=[O:10])[NH:16][c:17]2[cH:18][c:19]([C:20](=[O:21])[c:22]3[cH:23][cH:24][c:25]4[c:29]([cH:30]3)[NH:28][C:27](=[O:31])[CH2:26]4)[cH:32][cH:33][cH:34]2)[c:6]1[CH3:7].